This data is from the Open Reaction Database (ORD), a public repository of structured organic reaction records. The task is: describe an organic reaction: reactants, conditions, products, and yield Reactants: C(CN)N (ethylenediamine), BrC(C(=O)OCC)C1=CC=CC=C1 (ethyl α-bromophenylacetate). Solvent: C(C)O (ethanol), C(C)O (ethanol). Yields the product C1(=CC=CC=C1)C1C(NCCN1)=O (3-phenyl-2-piperazinone). Yield: 54.3%. Reaction SMILES: [CH2:1]([NH2:4])[CH2:2][NH2:3].Br[CH:6]([C:12]1[CH:17]=[CH:16][CH:15]=[CH:14][CH:13]=1)[C:7]([O:9]CC)=O>C(O)C>[C:12]1([CH:6]2[NH:4][CH2:1][CH2:2][NH:3][C:7]2=[O:9])[CH:13]=[CH:14][CH:15]=[CH:16][CH:17]=1. Procedure: To a stirred solution of 1928 g (32.1 mol) of ethylenediamine in 2 liters of absolute ethanol was added a solution of 3130 g (12.8 mol) of ethyl α-bromophenylacetate in 4 liters of absolute ethanol at such a rate so as to maintain reflux (~45 minutes addition time). The mixture was allowed to cool to ambient temperature and then concentrated to a thick yellow slurry. The slurry was stirred with 2 liters of chloroform, filtered, and the solid washed thoroughly with chloroform (total of 8 liters).... As a reaction SMILES: [CH2:18]([CH2:19][CH2:20][CH2:21][CH3:22])[CH:23]1[CH2:24][CH:25]2[CH2:26][CH2:27][CH:28]([CH2:29]1)[NH:30]2.[CH3:31][CH2:32][CH2:33][CH2:34][CH2:35][CH2:36][CH3:37].[CH3:38][CH2:39][O:40][C:41]([CH3:42])=[O:43].[F:1][c:2]1[cH:3][cH:4][c:5]2[c:6]([cH:17]1)[N:7]([CH2:12][CH:13]([CH2:14][I:15])[CH3:16])[C:8](=[O:11])[CH2:9][O:10]2>>[F:1][c:2]1[cH:3][cH:4][c:5]2[c:6]([cH:17]1)[N:7]([CH2:12][CH:13]([CH2:14][N:30]1[CH:25]3[CH2:24][CH:23]([CH2:18][CH2:19][CH2:20][CH2:21][CH3:22])[CH2:29][CH:28]1[CH2:27][CH2:26]3)[CH3:16])[C:8](=[O:11])[CH2:9][O:10]2. Product: CCCCCC1CC2CCC(C1)N2CC(C)CN1C(=O)COc2ccc(F)cc21. The reactants are CCCCCC1CC2CCC(C1)N2, CCCCCCC, CCOC(C)=O, CC(CI)CN1C(=O)COc2ccc(F)cc21.